From a dataset of the Open Reaction Database (ORD), a public repository of structured organic reaction records. describe an organic reaction: reactants, conditions, products, and yield Starting materials: [S] (sulfur), [Cr](=O)(=O)([O-])O[Cr](=O)(=O)[O-].[Na+].[Na+] (sodium dichromate), Cl (hydrochloric acid), S(=O)([O-])[O-].[Na+].[Na+] (sodium sulfite). The solvent is O (water). Product: [OH-].[Cr+3].[OH-].[OH-] (chromium hydroxide), S(=O)(=O)([O-])[O-].[Na+].[Na+] (sodium sulfate), [Cl-].[Na+] (sodium chloride), ( 2 ). As a reaction SMILES: [S].[S:2]([O-:5])([O-:4])=[O:3].[Na+:6].[Na+].[Cr:8](O[Cr]([O-])(=O)=O)([O-])(=O)=[O:9].[Na+].[Na+].[ClH:19]>O>[OH-:3].[Cr+3:8].[OH-:9].[OH-:3].[S:2]([O-:9])([O-:5])(=[O:4])=[O:3].[Na+:6].[Na+:6].[Cl-:19].[Na+:6] |f:1.2.3,4.5.6,9.10.11.12,13.14.15,16.17,^3:0|. Procedure details: Similarly, it is believed that an inorganic sulfur containing compound such as sodium sulfite reacts with sodium dichromate, water, and hydrochloric acid to form chromium hydroxide, sodium sulfate, and sodium chloride according to equation (2): The reactants are C(C)OC(=O)[C@H](CC1=CC=C(C=C1)[N+](=O)[O-])N[C@@H](C)C(=O)OC(C)(C)C (N-[1(S)-ethoxycarbonyl-2-(4-nitrophenyl)ethyl]-(S)-alanine, t-butyl ester). Reagents/catalysts: [Pd] (palladium on carbon). Solvent: C(C)O (ethanol). The product is C(C)OC(=O)[C@H](CC1=CC=C(C=C1)N)N[C@@H](C)C(=O)OC(C)(C)C (N-[1(S)-ethoxycarbonyl-2-(4-aminophenyl)ethyl]-(S)-alanine, t-butyl ester). As a reaction SMILES: [CH2:1]([O:3][C:4]([C@@H:6]([NH:17][C@H:18]([C:20]([O:22][C:23]([CH3:26])([CH3:25])[CH3:24])=[O:21])[CH3:19])[CH2:7][C:8]1[CH:13]=[CH:12][C:11]([N+:14]([O-])=O)=[CH:10][CH:9]=1)=[O:5])[CH3:2]>C(O)C.[Pd]>[CH2:1]([O:3][C:4]([C@@H:6]([NH:17][C@H:18]([C:20]([O:22][C:23]([CH3:25])([CH3:24])[CH3:26])=[O:21])[CH3:19])[CH2:7][C:8]1[CH:13]=[CH:12][C:11]([NH2:14])=[CH:10][CH:9]=1)=[O:5])[CH3:2]. Reported procedure: Hydrogenate a solution of N-[1(S)-ethoxycarbonyl-2-(4-nitrophenyl)ethyl]-(S)-alanine, t-butyl ester (20.0 g) (see Preparation 2, IA) in absolute ethanol (500 ml) in the presence of 10% palladium on carbon (1.5 g) at 50 psi in a Parr shaker apparatus. Remove the catalyst by filtration and concentrate the filtrate in vacuo to give N-[1(S)-ethoxycarbonyl-2-(4-aminophenyl)ethyl]-(S)-alanine, t-butyl ester. Reactants: Cl (hydrochloric acid), O.[OH-].[Li+] (Lithium hydroxide monohydrate), FC1=CC=C(C=C1)/C(/CCCCCCC(=O)OC)=N/OCC1=CC=C(C=C1)OCC=1N=C(OC1C)C1=CC=CC=C1 (methyl E-8-(4-fluorophenyl)-8-[4-(5-methyl-2-phenyl-4-oxazolylmethoxy)benzyloxyimino]octanoate), O (water). Run in O1CCCC1 (tetrahydrofuran), CO (methanol). Reaction conditions: time 3 hour. The product is FC1=CC=C(C=C1)/C(/CCCCCCC(=O)O)=N/OCC1=CC=C(C=C1)OCC=1N=C(OC1C)C1=CC=CC=C1 (E-8-(4-fluorophenyl)-8-[4-(5-methyl-2-phenyl-4-oxazolylmethoxy)benzyloxyimino]octanoic acid). Isolated yield 89.1%. RXN SMILES: O.[OH-].[Li+].[F:4][C:5]1[CH:10]=[CH:9][C:8](/[C:11](=[N:22]/[O:23][CH2:24][C:25]2[CH:30]=[CH:29][C:28]([O:31][CH2:32][C:33]3[N:34]=[C:35]([C:39]4[CH:44]=[CH:43][CH:42]=[CH:41][CH:40]=4)[O:36][C:37]=3[CH3:38])=[CH:27][CH:26]=2)/[CH2:12][CH2:13][CH2:14][CH2:15][CH2:16][CH2:17][C:18]([O:20]C)=[O:19])=[CH:7][CH:6]=1.O.Cl>O1CCCC1.CO>[F:4][C:5]1[CH:6]=[CH:7][C:8](/[C:11](=[N:22]/[O:23][CH2:24][C:25]2[CH:30]=[CH:29][C:28]([O:31][CH2:32][C:33]3[N:34]=[C:35]([C:39]4[CH:40]=[CH:41][CH:42]=[CH:43][CH:44]=4)[O:36][C:37]=3[CH3:38])=[CH:27][CH:26]=2)/[CH2:12][CH2:13][CH2:14][CH2:15][CH2:16][CH2:17][C:18]([OH:20])=[O:19])=[CH:9][CH:10]=1 |f:0.1.2|. Reported procedure: Lithium hydroxide monohydrate (157 mg) was added to a solution of methyl E-8-(4-fluorophenyl)-8-[4-(5-methyl-2-phenyl-4-oxazolylmethoxy)benzyloxyimino]octanoate (700 mg) in tetrahydrofuran (10 ml)-water (4 ml)-methanol (4 ml) and stirred at room temperature for 3 hours. 1N hydrochloric acid (3.8 ml) was added to the reaction mixture and extracted with ethyl acetate. The ethyl acetate layer was washed with an aqueous saturated solution of sodium chloride, dried (MgSO4) and concentrated. The resid... The reactants are OCC(CO)(CO)CO (pentaerythritol), C(CCCCCCCCCCCCCCCCC)(=O)O (stearic acid), [Sn] (tin), C(CCCCC(=O)O)(=O)O (adipic acid), [Sn] (tin), C(C(O)C(O)C(=O)O)(=O)O (tartaric acid). Conditions: temperature 150 celsius. Yields the product C(CCCCCCCCCCCCCCCCC)(=O)O.C(=O)(O)C(O)C(O)C(=O)O.C(CCCCC(=O)O)(=O)O.OCC(CO)(CO)CO (pentaerythritol adipate tartrate stearate). Procedure: 66.6 g (0.49 mole) pentaerythritol and 302.4 g (1.12 moles) technical stearic acid were reacted for 1.5 hours at 195° to 205° C. in the presence of 0.2 g tin powder. The pressure was continuously reduced to 12 mbar and was kept at that level for the rest of the reaction time. 51.5 g (0.35 mole) adipic acid and another 0.2 g tin powder were then added before the mixture was heated for another 2.5 hours to 195°-205° C. under a pressure of 16 mbar. The reaction mixture was cooled to 150° C. After t... RXN SMILES: [OH:1][CH2:2][C:3]([CH2:8][OH:9])([CH2:6][OH:7])[CH2:4][OH:5].[C:10]([OH:29])(=[O:28])[CH2:11][CH2:12][CH2:13][CH2:14][CH2:15][CH2:16][CH2:17][CH2:18][CH2:19][CH2:20][CH2:21][CH2:22][CH2:23][CH2:24][CH2:25][CH2:26][CH3:27].[Sn].[C:31]([OH:40])(=[O:39])[CH2:32][CH2:33][CH2:34][CH2:35][C:36]([OH:38])=[O:37].[C:41]([OH:50])(=[O:49])[CH:42]([CH:44]([C:46]([OH:48])=[O:47])[OH:45])[OH:43]>>[C:10]([OH:29])(=[O:28])[CH2:11][CH2:12][CH2:13][CH2:14][CH2:15][CH2:16][CH2:17][CH2:18][CH2:19][CH2:20][CH2:21][CH2:22][CH2:23][CH2:24][CH2:25][CH2:26][CH3:27].[C:46]([CH:44]([CH:42]([C:41]([OH:50])=[O:49])[OH:43])[OH:45])([OH:48])=[O:47].[C:31]([OH:40])(=[O:39])[CH2:32][CH2:33][CH2:34][CH2:35][C:36]([OH:38])=[O:37].[OH:1][CH2:2][C:3]([CH2:8][OH:9])([CH2:6][OH:7])[CH2:4][OH:5] |f:5.6.7.8,^3:29|. The reactants are COc1cc2ncnc(Oc3ccc(N)cc3)c2cc1OC, CCCC(C)C(=O)N=C=S, Cc1ccccc1, CCO. Product: CCCC(C)C(=O)NC(=S)Nc1ccc(Oc2ncnc3cc(OC)c(OC)cc23)cc1. As a reaction SMILES: [CH3:11][O:12][c:13]1[cH:14][c:15]2[c:16]([O:25][c:26]3[cH:27][cH:28][c:29]([NH2:30])[cH:31][cH:32]3)[n:17][cH:18][n:19][c:20]2[cH:21][c:22]1[O:23][CH3:24].[CH3:1][CH:2]([C:3](=[O:4])[N:5]=[C:6]=[S:7])[CH2:8][CH2:9][CH3:10].[CH3:33][c:34]1[cH:35][cH:36][cH:37][cH:38][cH:39]1.[CH3:40][CH2:41][OH:42]>>[CH3:1][CH:2]([C:3](=[O:4])[NH:5][C:6](=[S:7])[NH:30][c:29]1[cH:28][cH:27][c:26]([O:25][c:16]2[c:15]3[cH:14][c:13]([O:12][CH3:11])[c:22]([O:23][CH3:24])[cH:21][c:20]3[n:19][cH:18][n:17]2)[cH:32][cH:31]1)[CH2:8][CH2:9][CH3:10]. Starting materials: CCOC(=O)C(Cc1ccc(OCC=C(C)c2ccc(-c3cccc(C(C)=O)c3)cc2)cc1)OCC, [Na+], [OH-]. Product: CCOC(Cc1ccc(OCC=C(C)c2ccc(-c3cccc(C(C)=O)c3)cc2)cc1)C(=O)O. RXN SMILES: [C:1]([CH3:2])(=[O:3])[c:4]1[cH:5][c:6](-[c:10]2[cH:11][cH:12][c:13]([C:16](=[CH:17][CH2:18][O:19][c:20]3[cH:21][cH:22][c:23]([CH2:26][CH:27]([C:28](=[O:29])[O:30][CH2:31][CH3:32])[O:33][CH2:34][CH3:35])[cH:24][cH:25]3)[CH3:36])[cH:14][cH:15]2)[cH:7][cH:8][cH:9]1.[Na+:38].[OH-:37]>>[C:1]([CH3:2])(=[O:3])[c:4]1[cH:5][c:6](-[c:10]2[cH:11][cH:12][c:13]([C:16](=[CH:17][CH2:18][O:19][c:20]3[cH:21][cH:22][c:23]([CH2:26][CH:27]([C:28](=[O:29])[OH:30])[O:33][CH2:34][CH3:35])[cH:24][cH:25]3)[CH3:36])[cH:14][cH:15]2)[cH:7][cH:8][cH:9]1.